Dataset: the Open Reaction Database (ORD), a public repository of structured organic reaction records. Task: describe an organic reaction: reactants, conditions, products, and yield The reactants are CC(=O)Nc1nc(N(C(C)=O)C(C)=O)c(CCC=O)c(=O)[nH]1, [BH3-]C#N, CC(=O)O, CCO, CO, CCOC(=O)CCC(NC(=O)c1ccc(N)c(C)c1)C(=O)OCC, [Na+]. Product: CCOC(=O)CCC(NC(=O)c1ccc(NCCCc2c(N(C(C)=O)C(C)=O)nc(NC(C)=O)[nH]c2=O)c(C)c1)C(=O)OCC. RXN SMILES: [C:25]([CH3:26])(=[O:27])[NH:28][c:29]1[nH:30][c:31](=[O:46])[c:32]([CH2:42][CH2:43][CH:44]=[O:45])[c:33]([N:35]([C:36]([CH3:37])=[O:38])[C:39]([CH3:40])=[O:41])[n:34]1.[C:51]([BH3-:52])#[N:53].[CH3:47][C:48](=[O:49])[OH:50].[CH3:55][CH2:56][OH:57].[CH3:58][OH:59].[NH2:1][c:2]1[c:3]([CH3:24])[cH:4][c:5]([C:6](=[O:7])[NH:8][CH:9]([CH2:10][CH2:11][C:12](=[O:13])[O:14][CH2:15][CH3:16])[C:17](=[O:18])[O:19][CH2:20][CH3:21])[cH:22][cH:23]1.[Na+:54]>>[NH:1]([c:2]1[c:3]([CH3:24])[cH:4][c:5]([C:6](=[O:7])[NH:8][CH:9]([CH2:10][CH2:11][C:12](=[O:13])[O:14][CH2:15][CH3:16])[C:17](=[O:18])[O:19][CH2:20][CH3:21])[cH:22][cH:23]1)[CH2:44][CH2:43][CH2:42][c:32]1[c:31](=[O:46])[nH:30][c:29]([NH:28][C:25]([CH3:26])=[O:27])[n:34][c:33]1[N:35]([C:36]([CH3:37])=[O:38])[C:39]([CH3:40])=[O:41]. The reactants are ClC1=C(C#N)C=CC(=C1C)N1C(C(C(C1CC)=O)(C)C)=O (2-chloro-4-(5-ethyl-3,3-dimethyl-2,4-dioxopyrrolidin-1-yl)-3-methylbenzonitrile), C(C)(CC)[BH-](C(C)CC)C(C)CC.[Li+].C1CCOC1 (lithium tri(sec-butyl)borohydride THF). The product is ClC1=C(C#N)C=CC(=C1C)N1C(C([C@H]([C@H]1CC)O)(C)C)=O (rac-2-chloro-4-[(4R,5R)-5-ethyl-4-hydroxy-3,3-dimethyl-2-oxopyrrolidin-1-yl]-3-methylbenzonitrile), solid. Isolated yield 68.0%. RXN SMILES: [Cl:1][C:2]1[C:9]([CH3:10])=[C:8]([N:11]2[CH:15]([CH2:16][CH3:17])[C:14](=[O:18])[C:13]([CH3:20])([CH3:19])[C:12]2=[O:21])[CH:7]=[CH:6][C:3]=1[C:4]#[N:5].C([BH-](C(CC)C)C(CC)C)(CC)C.[Li+].C1COCC1>>[Cl:1][C:2]1[C:9]([CH3:10])=[C:8]([N:11]2[C@H:15]([CH2:16][CH3:17])[C@H:14]([OH:18])[C:13]([CH3:20])([CH3:19])[C:12]2=[O:21])[CH:7]=[CH:6][C:3]=1[C:4]#[N:5] |f:1.2.3|. Reported procedure: Using 2-chloro-4-(5-ethyl-3,3-dimethyl-2,4-dioxopyrrolidin-1-yl)-3-methylbenzonitrile (310 mg) and lithium tri(sec-butyl)borohydride-THF solution (1.53 mL, 1 mol/L), and in the same manner as in Example 5, the title compound was obtained as a colorless solid (yield: 211 mg, 68%). Reactants: COC(C1=C(C(=NC=C1)Cl)Cl)=O (2,3-dichloro-isonicotinic acid methyl ester), CN(C)C=O (DMF). The reagents and catalysts are [C-]#N.[Zn+2].[C-]#N (zinc cyanide), C=1C=CC(=CC1)[P](C=2C=CC=CC2)(C=3C=CC=CC3)[Pd]([P](C=4C=CC=CC4)(C=5C=CC=CC5)C=6C=CC=CC6)([P](C=7C=CC=CC7)(C=8C=CC=CC8)C=9C=CC=CC9)[P](C=1C=CC=CC1)(C=1C=CC=CC1)C=1C=CC=CC1 (tetrakis(triphenylphosphine)palladium). Reaction conditions: temperature 190 celsius. Yields the product COC(C1=C(C(=NC=C1)C#N)Cl)=O (3-Chloro-2-cyano-isonicotinic acid methyl ester). Yield: 43.0%. As a reaction SMILES: [CH3:1][O:2][C:3](=[O:12])[C:4]1[CH:9]=[CH:8][N:7]=[C:6](Cl)[C:5]=1[Cl:11].[CH3:13][N:14](C=O)C>[C-]#N.[Zn+2].[C-]#N.C1C=CC([P]([Pd]([P](C2C=CC=CC=2)(C2C=CC=CC=2)C2C=CC=CC=2)([P](C2C=CC=CC=2)(C2C=CC=CC=2)C2C=CC=CC=2)[P](C2C=CC=CC=2)(C2C=CC=CC=2)C2C=CC=CC=2)(C2C=CC=CC=2)C2C=CC=CC=2)=CC=1>[CH3:1][O:2][C:3](=[O:12])[C:4]1[CH:9]=[CH:8][N:7]=[C:6]([C:13]#[N:14])[C:5]=1[Cl:11] |f:2.3.4,^1:26,28,47,66|. Reported procedure: A microwave vial was charged with 2,3-dichloro-isonicotinic acid methyl ester (7.6 g, 36.9 mmol), zinc cyanide (4.75 g, 40.6 mmol), tetrakis(triphenylphosphine)palladium (1.0 g, 0.9 mmol) and DMF (37 mL), then capped, evacuated and backfilled with nitrogen. The reaction solution was subjected to microwave irradiation, heating at 190° C. for 20 minutes, then filtered through a pad of Celite® which was washed further with ethyl acetate. The resulting mixture was washed with water, followed by a sa... The reactants are C1(CC1)COC1=C(C=CC(=N1)C(=O)O)C (6-cyclopropylmethoxy-5-methyl-pyridine-2-carboxylic acid), NC(C(=O)NC)(C)C (2-amino-N,2-dimethyl-propanamide). Yields the product CC(C)(C(NC)=O)NC(=O)C1=NC(=C(C=C1)C)OCC1CC1 (6-Cyclopropylmethoxy-5-methyl-pyridine-2-carboxylic acid (1-methyl-1-methylcarbamoyl-ethyl)-amide). RXN SMILES: [CH:1]1([CH2:4][O:5][C:6]2[N:11]=[C:10]([C:12]([OH:14])=O)[CH:9]=[CH:8][C:7]=2[CH3:15])[CH2:3][CH2:2]1.[NH2:16][C:17]([CH3:23])([CH3:22])[C:18]([NH:20][CH3:21])=[O:19]>>[CH3:22][C:17]([NH:16][C:12]([C:10]1[CH:9]=[CH:8][C:7]([CH3:15])=[C:6]([O:5][CH2:4][CH:1]2[CH2:2][CH2:3]2)[N:11]=1)=[O:14])([C:18](=[O:19])[NH:20][CH3:21])[CH3:23]. Reported procedure: The title compound was synthesized in analogy to Example 1, using 6-cyclopropylmethoxy-5-methyl-pyridine-2-carboxylic acid and 2-amino-N,2-dimethyl-propanamide (CAN 106914-07-2) as starting materials, MS (EI): m/e=318.1 [M+H]+. Reactants: C=CCN, O=[N+]([O-])c1ccc2nc(Cl)nc(NC3CCCC3)c2c1, O. Yields the product Cl, C=CCNc1nc(NC2CCCC2)c2cc([N+](=O)[O-])ccc2n1. RXN SMILES: [CH2:21]([CH:22]=[CH2:23])[NH2:24].[Cl:1][c:2]1[n:3][c:4]2[cH:5][cH:6][c:7]([N+:18](=[O:19])[O-:20])[cH:8][c:9]2[c:10]([NH:12][CH:13]2[CH2:14][CH2:15][CH2:16][CH2:17]2)[n:11]1.[OH2:25]>>[ClH:1].[c:2]1([NH:24][CH2:21][CH:22]=[CH2:23])[n:3][c:4]2[cH:5][cH:6][c:7]([N+:18](=[O:19])[O-:20])[cH:8][c:9]2[c:10]([NH:12][CH:13]2[CH2:14][CH2:15][CH2:16][CH2:17]2)[n:11]1. The reactants are CN (methylamine), Cl (HCl), CCOC(=O)CC(=O)CC(=O)OCC (diethyl acetone dicarboxylate), ClCC(C)=O (chloroacetone), CN (methylamine). The solvent is C(Cl)Cl (methylene chloride). Run at time 4.5 minute. Product: CN1C(=C(C(=C1)C)C(=O)OCC)CC(=O)OCC (ethyl 1,4-dimethyl-3-ethoxycarbonylpyrrole-2-acetate). The yield is 66.0%. Reaction SMILES: [CH3:1][CH2:2][O:3][C:4]([CH2:6][C:7]([CH2:9][C:10]([O:12][CH2:13][CH3:14])=[O:11])=O)=[O:5].Cl[CH2:16][C:17](=O)[CH3:18].[CH3:20][NH2:21].Cl>C(Cl)Cl>[CH3:20][N:21]1[CH:16]=[C:17]([CH3:18])[C:6]([C:4]([O:3][CH2:2][CH3:1])=[O:5])=[C:7]1[CH2:9][C:10]([O:12][CH2:13][CH3:14])=[O:11]. Reported procedure: To a solution of 2.15 grams diethyl acetone dicarboxylate, and 1.92 grams of chloroacetone in 20 ml of methylene chloride were added 11 ml of 40 percent by weight aqueous methylamine in one portion. The temperature rose from 25° C. to 35° C. over a period of 4 to 5 minutes. The mixture was stirred without heating for 45 minutes from methylamine addition. Then 11 ml of HCl were added. The resultant product was extracted three times with chloroform and the extracts evaporated to obtain ethyl 1,4-d... The reactants are OC=1C(=C(C(=O)OC)C=C(C1)O)C (methyl 3,5-dihydroxy-2-methylbenzoate), C(C=C)Br (allyl bromide), [H-].[Na+] (sodium hydride), ice water, Cl (hydrochloric acid). The solvent is CN(C=O)C (dimethylformamide). Run at time 3 hour. Product: C(C=C)OC=1C(=C(C(=O)OC)C=C(C1)O)C (methyl 3-allyloxy-5-hydroxy-2-methylbenzoate), C(C=C)OC=1C=C(C(=C(C(=O)OC)C1)C)O (methyl 5-allyloxy-3-hydroxy-2-methylbenzoate). Reaction SMILES: [OH:1][C:2]1[C:3]([CH3:13])=[C:4]([CH:9]=[C:10]([OH:12])[CH:11]=1)[C:5]([O:7][CH3:8])=[O:6].[CH2:14](Br)[CH:15]=[CH2:16].[H-].[Na+].Cl>CN(C)C=O>[CH2:16]([O:1][C:2]1[C:3]([CH3:13])=[C:4]([CH:9]=[C:10]([OH:12])[CH:11]=1)[C:5]([O:7][CH3:8])=[O:6])[CH:15]=[CH2:14].[CH2:16]([O:12][C:10]1[CH:11]=[C:2]([OH:1])[C:3]([CH3:13])=[C:4]([CH:9]=1)[C:5]([O:7][CH3:8])=[O:6])[CH:15]=[CH2:14] |f:2.3|. Reported procedure: To a solution of 27.3 g of methyl 3,5-dihydroxy-2-methylbenzoate and 21.8 g of allyl bromide in 300 ml of dimethylformamide were added portionwise, within 30 minutes, 8.64 g of a 55% dispersion of sodium hydride in mineral oil, the temperature being held between 10° and 20° C. The mixture was stirred at room temperature for 3 hours, and then poured into ice-water. The pH was adjusted to about 3 by the addition of 3N hydrochloric acid, and the mixture was extracted with 600 ml of ethyl acetate. T... Starting materials: NC1=C(C=C(C=C1)CC#N)Br ((4-amino-3-bromo-phenyl)-acetonitrile), CC1(CC=C(CC1)B(O)O)C (4,4-dimethylcyclohexen-1-yl boronic acid), C(=O)([O-])[O-].[Na+].[Na+] (Na2CO3). The reagents and catalysts are C=1C=CC(=CC1)[P](C=2C=CC=CC2)(C=3C=CC=CC3)[Pd]([P](C=4C=CC=CC4)(C=5C=CC=CC5)C=6C=CC=CC6)([P](C=7C=CC=CC7)(C=8C=CC=CC8)C=9C=CC=CC9)[P](C=1C=CC=CC1)(C=1C=CC=CC1)C=1C=CC=CC1 (Pd(PPh3)4). Product: NC1=C(C=C(C=C1)CC#N)C1=CCC(CC1)(C)C ([4-Amino-3-(4,4-dimethyl-cyclohex-1-enyl)-phenyl]-acetonitrile). As a reaction SMILES: [NH2:1][C:2]1[CH:7]=[CH:6][C:5]([CH2:8][C:9]#[N:10])=[CH:4][C:3]=1Br.[CH3:12][C:13]1([CH3:22])[CH2:18][CH2:17][C:16](B(O)O)=[CH:15][CH2:14]1.C([O-])([O-])=O.[Na+].[Na+]>C1C=CC([P]([Pd]([P](C2C=CC=CC=2)(C2C=CC=CC=2)C2C=CC=CC=2)([P](C2C=CC=CC=2)(C2C=CC=CC=2)C2C=CC=CC=2)[P](C2C=CC=CC=2)(C2C=CC=CC=2)C2C=CC=CC=2)(C2C=CC=CC=2)C2C=CC=CC=2)=CC=1>[NH2:1][C:2]1[CH:7]=[CH:6][C:5]([CH2:8][C:9]#[N:10])=[CH:4][C:3]=1[C:16]1[CH2:17][CH2:18][C:13]([CH3:22])([CH3:12])[CH2:14][CH:15]=1 |f:2.3.4,^1:32,34,53,72|. Procedure details: The title compound was prepared from (4-amino-3-bromo-phenyl)-acetonitrile (as prepared in the previous step, 805 mg, 3.81 mmol), 4,4-dimethylcyclohexen-1-yl boronic acid (705 mg, 4.57 mmol), Pd(PPh3)4 (440 mg, 0.380 mmol), and 2M Na2CO3 (15.2 mL, 30.5 mmol) according to the procedure in Example 34, step (b) (417 mg, 46%). 1H—NMR (CDCl3; 400 MHz): δ 6.89 (1H, dd, J=8.1, 2.0 Hz), 6.84 (1H, d, J=2.0 Hz), 6.59 (d, 1H, J=8.1 Hz), 5.60 (m, 1H), 3.71 (br s, 2H), 2.19-2.15 (m, 2H), 1.90-1.88 (m, 2H), 1... Starting materials: BrB(Br)Br, COc1ccccc1C=C1N=C(C)N(c2ccccc2)C1=O, ClCCl, O. The product is CC1=NC(=Cc2ccccc2O)C(=O)N1c1ccccc1. Reaction SMILES: [B:23]([Br:24])([Br:25])[Br:26].[CH3:1][O:2][c:3]1[c:4]([CH:5]=[C:6]2[C:7](=[O:18])[N:8]([c:12]3[cH:13][cH:14][cH:15][cH:16][cH:17]3)[C:9]([CH3:11])=[N:10]2)[cH:19][cH:20][cH:21][cH:22]1.[Cl:28][CH2:29][Cl:30].[OH2:27]>>[OH:2][c:3]1[c:4]([CH:5]=[C:6]2[C:7](=[O:18])[N:8]([c:12]3[cH:13][cH:14][cH:15][cH:16][cH:17]3)[C:9]([CH3:11])=[N:10]2)[cH:19][cH:20][cH:21][cH:22]1.